From a dataset of the Open Reaction Database (ORD), a public repository of structured organic reaction records. describe an organic reaction: reactants, conditions, products, and yield Reactants: O (Water), CC1=NOC(=C1C)NC(OCC(Cl)(Cl)Cl)=O (2,2,2-trichloroethyl (3,4-dimethylisoxazol-5-yl)carbamate), ClC=1C=C(C=CC1)C=1N=C(SC1)N1CCNCC1 (1-[4-(3-chlorophenyl)-1,3-thiazol-2-yl]piperazine), C(C)(C)N(CC)C(C)C (diisopropylethylamine). The solvent is CS(=O)C (dimethyl sulfoxide). Conditions: temperature 70 celsius, time 15 hour. Product: ClC=1C=C(C=CC1)C=1N=C(SC1)N1CCN(CC1)C(=O)NC1=C(C(=NO1)C)C (4-[4-(3-Chlorophenyl)-1,3-thiazol-2-yl]-N-(3,4-dimethylisoxazol-5-yl)piperazine-1-carboxamide). The yield is 41.5%. RXN SMILES: [CH3:1][C:2]1[C:6]([CH3:7])=[C:5]([NH:8][C:9](=[O:16])OCC(Cl)(Cl)Cl)[O:4][N:3]=1.[Cl:17][C:18]1[CH:19]=[C:20]([C:24]2[N:25]=[C:26]([N:29]3[CH2:34][CH2:33][NH:32][CH2:31][CH2:30]3)[S:27][CH:28]=2)[CH:21]=[CH:22][CH:23]=1.C(N(C(C)C)CC)(C)C.O>CS(C)=O>[Cl:17][C:18]1[CH:19]=[C:20]([C:24]2[N:25]=[C:26]([N:29]3[CH2:30][CH2:31][N:32]([C:9]([NH:8][C:5]4[O:4][N:3]=[C:2]([CH3:1])[C:6]=4[CH3:7])=[O:16])[CH2:33][CH2:34]3)[S:27][CH:28]=2)[CH:21]=[CH:22][CH:23]=1. Reported procedure: A mixture of 2,2,2-trichloroethyl (3,4-dimethylisoxazol-5-yl)carbamate (226 mg, 0.786 mmol), 1-[4-(3-chlorophenyl)-1,3-thiazol-2-yl]piperazine (200 mg, 0.715 mmol) and diisopropylethylamine (0.249 ml, 1.43 mmol) in dimethyl sulfoxide (2.5 ml) was stirred at 70° C. for 15 hours. Water was poured to the reaction mixture, and the mixture was extracted with ethyl acetate. The extract was washed with water, and dried over anhydrous magnesium sulfate, and the solvent was distilled off under reduced pr... The reactants are BrC1=C(C(=C(N1)C)C(=O)OCC)C (ethyl 5-bromo-2,4-dimetylpyrrole-3-carboxylate), C(C)(=O)C1=C(NC(=C1C)Br)C (3-acetyl-5-bromo-2,4-dimethyl-1H-pyrrole). The product is CC=1NC(=C(C1C(=O)OCC)C)C1=CC=NC=C1 (Ethyl 2,4-Dimetyl-5-(4-pyridyl)pyrrole-3-carboxylate). As a reaction SMILES: Br[C:2]1[NH:6][C:5]([CH3:7])=[C:4]([C:8]([O:10][CH2:11][CH3:12])=[O:9])[C:3]=1[CH3:13].C(C1[C:21]([CH3:22])=[C:20](Br)[NH:19][C:18]=1[CH3:24])(=O)C>>[CH3:7][C:5]1[NH:6][C:2]([C:22]2[CH:24]=[CH:18][N:19]=[CH:20][CH:21]=2)=[C:3]([CH3:13])[C:4]=1[C:8]([O:10][CH2:11][CH3:12])=[O:9]. Procedure details: The title compound was prepared according to the procedure of Example 45 (Method C) using ethyl 5-bromo-2,4-dimetylpyrrole-3-carboxylate (Cordell, G. A, J. Org. Chem., 1975, 40, 3161) instead of 3-acetyl-5-bromo-2,4-dimethyl-1H-pyrrole in step 2.